This data is from the Open Reaction Database (ORD), a public repository of structured organic reaction records. The task is: describe an organic reaction: reactants, conditions, products, and yield The reactants are C(C)O (ethanol), C1C(C)O1 (propylene oxide), S(C)(=O)(=O)OC1=C(C=C(C(=C1)N)OC)C (2-methyl-4-methoxy-5-aminophenyl mesylate), C(Cl)(Cl)Cl.C(C)(=O)OCC (chloroform ethyl acetate). Reaction conditions: temperature 70 celsius, time 35 hour. The product is starting material, S(C)(=O)(=O)OC1=C(C=C(C(=C1)NCC(C)O)OC)C (2-methyl-4-methoxy-5-(2-hydroxypropyl)aminophenyl mesylate), S(C)(=O)(=O)OC1=C(C=C(C(=C1)N(CC(C)O)CC(C)O)OC)C (2-methyl-4-methoxy-5-bis(2-hydroxypropyl)aminophenyl mesylate). The yield is 16.0%. RXN SMILES: [S:1]([O:5][C:6]1[CH:11]=[C:10]([NH2:12])[C:9]([O:13][CH3:14])=[CH:8][C:7]=1[CH3:15])(=[O:4])(=[O:3])[CH3:2].[CH2:16]([OH:18])[CH3:17].[CH2:19]1[O:22][CH:20]1[CH3:21].[CH:23](Cl)(Cl)Cl.C(OCC)(=O)C>>[S:1]([O:5][C:6]1[CH:11]=[C:10]([NH:12][CH2:19][CH:20]([OH:22])[CH3:21])[C:9]([O:13][CH3:14])=[CH:8][C:7]=1[CH3:15])(=[O:4])(=[O:3])[CH3:2].[S:1]([O:5][C:6]1[CH:11]=[C:10]([N:12]([CH2:19][CH:20]([OH:22])[CH3:21])[CH2:17][CH:16]([OH:18])[CH3:23])[C:9]([O:13][CH3:14])=[CH:8][C:7]=1[CH3:15])(=[O:4])(=[O:3])[CH3:2] |f:3.4|. Procedure: 7.52 g (32.6 mmol) of 2-methyl-4-methoxy-5-aminophenyl mesylate, 90 ml of ethanol and 4.2 ml (3.5 g, 60 mmol) of propylene oxide were fed into an autoclave (200 ml) and the mixture was stirred at 70° C. for 35 hours. After allowing to cool, the solvent was distilled off under reduced pressure to obtain a brown oily matter. The oily matter thus obtained was subjected to silica gel chromatography (Silica Gel 60, trade name, manufactured by Merck Co., 70-230 mesh, 300 g, eluent: chloroform/ethyl ac... Starting materials: [BH4-].[Na+] (sodium borohydride), C(C)(=O)Cl (acetyl chloride), C(C)(=O)Br (acetyl bromide), diol, crude product, C(=C)C=1C=CC=2N(C3=CC=C(C=C3C2C1)C=C)CC (3,6-divinyl-N-ethylcarbazole), C(C)N1C2=CC=CC=C2C=2C=CC=CC12 (N-ethylcarbazole), [Cl-].[Al+3].[Cl-].[Cl-] (aluminum chloride), P(=O)(Cl)(Cl)Cl (phosphorus oxychloride). Reagents/catalysts: CN(C1=CC=NC=C1)C (4-dimethylaminopyridine). The solvent is CC(C)O (2-propanol), C(=S)=S (carbon disulfide), N1=CC=CC=C1 (pyridine). Product: C(C)(=O)C=1C=CC=2N(C3=CC=C(C=C3C2C1)C(C)=O)CC (3,6-Diacetyl-N-ethylcarbazole), monomer. As a reaction SMILES: C(C1C=CC2N(CC)C3C(C=2C=1)=CC(C=C)=CC=3)=C.[CH2:20]([N:22]1[C:34]2[CH:33]=[CH:32][CH:31]=[CH:30][C:29]=2[C:28]2[C:23]1=[CH:24][CH:25]=[CH:26][CH:27]=2)[CH3:21].[Cl-].[Al+3].[Cl-].[Cl-].[C:39](Cl)(=[O:41])[CH3:40].[C:43](Br)(=[O:45])[CH3:44].[BH4-].[Na+].P(Cl)(Cl)(Cl)=O>C(=S)=S.CN(C)C1C=CN=CC=1.N1C=CC=CC=1.CC(O)C>[C:39]([C:26]1[CH:25]=[CH:24][C:23]2[N:22]([CH2:20][CH3:21])[C:34]3[C:29]([C:28]=2[CH:27]=1)=[CH:30][C:31]([C:43](=[O:45])[CH3:44])=[CH:32][CH:33]=3)(=[O:41])[CH3:40] |f:2.3.4.5,8.9|. Reported procedure: Another preferred example, also for use in a photoresist application, is a 3,6-divinyl-N-ethylcarbazole. 3,6-Diacetyl-N-ethylcarbazole is prepared by treating a mixture of N-ethylcarbazole and aluminum chloride in carbon disulfide with a mixture of acetyl chloride and acetyl bromide. The crude product is converted with sodium borohydride in refluxing 2-propanol to the corresponding secondary diol, which is in turn refluxed with phosphorus oxychloride and 4-dimethylaminopyridine in pyridine to af... Reactants: CC1=C(NC2=NC(=NC(=C2)C(F)(F)F)C2=CC=NC=C2)C=C(C=C1)[N+](=O)[O-] (4-(2-methyl,5-nitroanilino)-2-(4-pyridinyl)-6-(trifluoromethyl)pyrimidine), [Sn](Cl)(Cl)(Cl)Cl (tin chloride), [OH-].[Na+] (NaOH). Run in C(C)O (ethanol). Product: NC=1C=CC(=C(NC2=NC(=NC(=C2)C(F)(F)F)C2=CC=NC=C2)C1)C (4-(5-Amino-2-methylanilino)-2-(4-pyridinyl)-6-(trifluoromethyl)pyrimidine). Isolated yield 61.4%. Reaction SMILES: [CH3:1][C:2]1[CH:24]=[CH:23][C:22]([N+:25]([O-])=O)=[CH:21][C:3]=1[NH:4][C:5]1[CH:10]=[C:9]([C:11]([F:14])([F:13])[F:12])[N:8]=[C:7]([C:15]2[CH:20]=[CH:19][N:18]=[CH:17][CH:16]=2)[N:6]=1.[Sn](Cl)(Cl)(Cl)Cl.[OH-].[Na+]>C(O)C>[NH2:25][C:22]1[CH:23]=[CH:24][C:2]([CH3:1])=[C:3]([CH:21]=1)[NH:4][C:5]1[CH:10]=[C:9]([C:11]([F:13])([F:14])[F:12])[N:8]=[C:7]([C:15]2[CH:20]=[CH:19][N:18]=[CH:17][CH:16]=2)[N:6]=1 |f:2.3|. Procedure: To a solution of 4-(2-methyl,5-nitroanilino)-2-(4-pyridinyl)-6-(trifluoromethyl)pyrimidine (377 mg, 1.00 mmol) in anhydrous ethanol (20 ml) was added slowly anhydrous tin chloride (758 mg, 4.00 mmol). The mixture was refluxed for 1 h and then rotary evaporated to leave a brown oil. The brown oil was basified with aqueous 2N NaOH to give a final pH of 8. The resulting precipitate was filtered and washed with ethyl acetate. The aqueous phase and organic phase was combined and washed with water (1×... Reactants: N#Cc1ccc(C(=O)O)cc1, CN(C)c1ccncc1, C(=NC1CCCCC1)=NC1CCCCC1, Oc1ccccc1. Yields the product N#Cc1ccc(C(=O)Oc2ccccc2)cc1. Reaction SMILES: [C:1](#[N:2])[c:3]1[cH:4][cH:5][c:6]([C:7](=[O:8])[OH:9])[cH:10][cH:11]1.[CH3:34][N:35]([c:36]1[cH:37][cH:38][n:39][cH:40][cH:41]1)[CH3:42].[CH:19]1([N:20]=[C:21]=[N:22][CH:23]2[CH2:24][CH2:25][CH2:26][CH2:27][CH2:28]2)[CH2:29][CH2:30][CH2:31][CH2:32][CH2:33]1.[OH:12][c:13]1[cH:14][cH:15][cH:16][cH:17][cH:18]1>>[C:1](#[N:2])[c:3]1[cH:4][cH:5][c:6]([C:7](=[O:8])[O:9][c:13]2[cH:14][cH:15][cH:16][cH:17][cH:18]2)[cH:10][cH:11]1. Reactants: ClC1=CC=C(C=C1)C1(N=C(N(C1(C)C1=CC=C(C=C1)Cl)C(=O)Cl)C1=C(C=C(C=C1)OC)OC(C)C)C (rac-(4S*,5R*)-4,5-bis-(4-chloro-phenyl)-2-(2-isopropoxy-4-methoxy-phenyl)-4,5-dimethyl-4,5-dihydro-imidazole-1-carbonyl chloride), N1C(CNCC1)=O (2-piperazinone). Yields the product ClC1=CC=C(C=C1)[C@@]1(N=C(N([C@]1(C)C1=CC=C(C=C1)Cl)C(=O)N1CC(NCC1)=O)C1=C(C=C(C=C1)OC)OC(C)C)C (rac-4-[(4S*,5R*)-4,5-Bis-(4-chloro-phenyl)-2-(2-isopropoxy-4-methoxy-phenyl)-4,5-dimethyl-4,5-dihydro-imidazole-1-carbonyl]-piperazin-2-one). As a reaction SMILES: [Cl:1][C:2]1[CH:7]=[CH:6][C:5]([C:8]2([CH3:36])[C:12]([C:14]3[CH:19]=[CH:18][C:17]([Cl:20])=[CH:16][CH:15]=3)([CH3:13])[N:11]([C:21](Cl)=[O:22])[C:10]([C:24]3[CH:29]=[CH:28][C:27]([O:30][CH3:31])=[CH:26][C:25]=3[O:32][CH:33]([CH3:35])[CH3:34])=[N:9]2)=[CH:4][CH:3]=1.[NH:37]1[CH2:42][CH2:41][NH:40][CH2:39][C:38]1=[O:43]>>[Cl:1][C:2]1[CH:7]=[CH:6][C:5]([C@@:8]2([CH3:36])[C@:12]([C:14]3[CH:19]=[CH:18][C:17]([Cl:20])=[CH:16][CH:15]=3)([CH3:13])[N:11]([C:21]([N:40]3[CH2:41][CH2:42][NH:37][C:38](=[O:43])[CH2:39]3)=[O:22])[C:10]([C:24]3[CH:29]=[CH:28][C:27]([O:30][CH3:31])=[CH:26][C:25]=3[O:32][CH:33]([CH3:34])[CH3:35])=[N:9]2)=[CH:4][CH:3]=1. Procedure: In a manner analogous to the method described in example 5, rac-(4S*,5R*)-4,5-bis-(4-chloro-phenyl)-2-(2-isopropoxy-4-methoxy-phenyl)-4,5-dimethyl-4,5-dihydro-imidazole-1-carbonyl chloride was reacted with 2-piperazinone (Avocado Organics) to give the title compound. HR-MS (ES, m/z) calculated for C32H35N4O4Cl2 [(M+H)+] 609.2030, observed 609.2025. Starting materials: Cl (HCl), C(=O)(O)[O-].[Na+] (NaHCO3), Cl.O=C1C2C3C=CC(C2C(N1OC(C1=CC=C(C=C1)NC(=N)N)=O)=O)C3 (4-guanidinobenzoic acid 3,5-dioxo-4-azatricyclo[5,2,1,0 2,6)deca-8-en-4-yl ester hydrochloride), NCCC[C@H]1C(N(CCN1C([C@H](CC1=CC=C(C=C1)OC)NC(=O)OCC1=CC=CC=C1)=O)CC(=O)O)=O ((S,S)-3-(3-aminopropyl)-4-[2-benzyloxycarbonylamino-3-(4-methoxyphenyl)propionyl1-2-oxopiperazine-1-acetic acid). Solvent: aqueous solution, O1CCOCC1 (dioxane). Conditions: time 2 hour. The product is Cl.C(C1=CC=CC=C1)OC(=O)N[C@H](C(=O)N1[C@H](C(N(CC1)CC(=O)O)=O)CCCNC(C1=CC=C(C=C1)NC(=N)N)=O)CC1=CC=C(C=C1)OC ((S,S)-4-[2-Benzyloxycarbonylamino-3-(4-methoxyphenyl)propionyl1-3-[3-(4-guanidinobenzoylamino)propyl]-2-oxopiperazine-1-acetic acid hydrochloride). Isolated yield 62.5%. Reaction SMILES: [NH2:1][CH2:2][CH2:3][CH2:4][C@@H:5]1[N:10]([C:11](=[O:33])[C@@H:12]([NH:22][C:23]([O:25][CH2:26][C:27]2[CH:32]=[CH:31][CH:30]=[CH:29][CH:28]=2)=[O:24])[CH2:13][C:14]2[CH:19]=[CH:18][C:17]([O:20][CH3:21])=[CH:16][CH:15]=2)[CH2:9][CH2:8][N:7]([CH2:34][C:35]([OH:37])=[O:36])[C:6]1=[O:38].C([O-])(O)=O.[Na+].[ClH:44].O=C1N([O:55][C:56](=O)[C:57]2[CH:62]=[CH:61][C:60]([NH:63][C:64]([NH2:66])=[NH:65])=[CH:59][CH:58]=2)C(=O)C2C1C1CC2C=C1.Cl>O1CCOCC1>[ClH:44].[CH2:26]([O:25][C:23]([NH:22][C@@H:12]([CH2:13][C:14]1[CH:15]=[CH:16][C:17]([O:20][CH3:21])=[CH:18][CH:19]=1)[C:11]([N:10]1[CH2:9][CH2:8][N:7]([CH2:34][C:35]([OH:37])=[O:36])[C:6](=[O:38])[C@@H:5]1[CH2:4][CH2:3][CH2:2][NH:1][C:56](=[O:55])[C:57]1[CH:58]=[CH:59][C:60]([NH:63][C:64]([NH2:66])=[NH:65])=[CH:61][CH:62]=1)=[O:33])=[O:24])[C:27]1[CH:32]=[CH:31][CH:30]=[CH:29][CH:28]=1 |f:1.2,3.4,7.8|. Procedure: In 50 ml of a 50% aqueous solution of dioxane was dissolved 0.5 g of (S,S)-3-(3-aminopropyl)-4-[2-benzyloxycarbonylamino-3-(4-methoxyphenyl)propionyl1-2-oxopiperazine-1-acetic acid produced in Reference Example 35. To the solution was added 0.24 g of NaHCO3, to which was then added 0.377 g of 4-guanidinobenzoic acid 3,5-dioxo-4-azatricyclo[5,2,1,0 2,6)deca-8-en-4-yl ester hydrochloride. The mixture was stirred for two hours at room temperature. The pH of the reaction mixture was adjusted to 3 wi... Run in C1(=CC=CC=C1)C (toluene). As a reaction SMILES: [CH2:1]([C@H:6]1[CH2:11][CH2:10][C@H:9]([CH:12]([CH2:15][OH:16])[CH2:13][OH:14])[CH2:8][CH2:7]1)[CH2:2][CH2:3][CH2:4][CH3:5].[CH2:17]([O:24][CH2:25][CH:26]=O)[C:18]1[CH:23]=[CH:22][CH:21]=[CH:20][CH:19]=1.C1(C)C=CC(S(O)(=O)=O)=CC=1.O>C1(C)C=CC=CC=1>[CH2:17]([O:24][CH2:25][C@H:26]1[O:14][CH2:13][C@H:12]([CH:9]2[CH2:8][CH2:7][CH:6]([CH2:1][CH2:2][CH2:3][CH2:4][CH3:5])[CH2:11][CH2:10]2)[CH2:15][O:16]1)[C:18]1[CH:23]=[CH:22][CH:21]=[CH:20][CH:19]=1. The reactants are C(CCCC)[C@@H]1CC[C@H](CC1)C(CO)CO (trans-2-(4-pentylcyclohexyl)propane-1,3-diol), C(C1=CC=CC=C1)OCC=O (benzyloxyacetaldehyde), C1(=CC=C(C=C1)S(=O)(=O)O)C (p-toluenesulfonic acid), O (water), O (water). Procedure: A solution of 100 mmol of trans-2-(4-pentylcyclohexyl)propane-1,3-diol, 100 mmol of benzyloxyacetaldehyde and 10 mmol of p-toluenesulfonic acid in 500 ml of toluene is heated at the boil on a water separator until the water separation is complete. Conventional work-up gives trans/trans-2-benzyloxymethyl-5- (4-pentylcyclohexyl)-1,3-dioxane. Product: C(C1=CC=CC=C1)OC[C@@H]1OC[C@H](CO1)C1CCC(CC1)CCCCC (trans-2-benzyloxymethyl-5- (4-pentylcyclohexyl)-1,3-dioxane).